Dataset: the Open Reaction Database (ORD), a public repository of structured organic reaction records. Task: describe an organic reaction: reactants, conditions, products, and yield The solvent is C(=S)=S (carbon disulphide), C(C)N(CC)CC (triethylamine), CN(C)C=O (DMF). Reactants: O1COC2=C1C=CC(=C2)C(CC#N)=O (3-benzo[1,3]dioxol-5-yl-3-oxo-propionitrile), CS(=O)C (DMSO), [N+](=O)(O)[O-].NC(=N)N (guanidine nitrate), [H-].[Na+] (sodium hydride), CI (methyl iodide). Yields the product NC1=NC(=C(C(=N1)C1=CC2=C(OCO2)C=C1)C#N)SC (2-Amino-4-benzo[1,3]dioxol-5-yl-6-methylsulfanyl-pyrimidine-5-carbonitrile). As a reaction SMILES: [O:1]1[C:5]2[CH:6]=[CH:7][C:8]([C:10](=O)[CH2:11][C:12]#[N:13])=[CH:9][C:4]=2[O:3][CH2:2]1.[H-].[Na+].CI.[N+]([O-])(O)=O.[NH2:23][C:24]([NH2:26])=[NH:25].[CH3:27][S:28]([CH3:30])=O>CN(C=O)C.C(N(CC)CC)C.C(=S)=S>[NH2:25][C:24]1[N:26]=[C:10]([C:8]2[CH:7]=[CH:6][C:5]3[O:1][CH2:2][O:3][C:4]=3[CH:9]=2)[C:11]([C:12]#[N:13])=[C:27]([S:28][CH3:30])[N:23]=1 |f:1.2,4.5|. Reported procedure: From 3-benzo[1,3]dioxol-5-yl-3-oxo-propionitrile with sodium hydride, carbon disulphide and methyl iodide in DMSO. Then treatment with guanidine nitrate and triethylamine in DMF. EI-MS m/e (%):286 (M+, 96), 285 ([M—H]+, 100). The reactants are COC=1C=C(C(=O)N2CC(CC2)(CCOS(=O)(=O)C)C2=CC=CC=C2)C=C(C1OC)OC (1-(3,4,5-trimethoxybenzoyl)-3-phenyl-3-(2-methanesulfonyloxyethyl)pyrrolidine), N (ammonia), I.N1C(=NC2=C1C=CC=C2)NC2CCNCC2 ((1H-benzimidazol-2-yl)(piperidin-4-yl)amine hydriodic acid salt), C(C)(C)N(C(C)C)CC (N,N-diisopropylethylamine). Solvent: C(C)(=O)OCC (ethyl acetate), C(C)#N (acetonitrile), CO.C(C)(=O)OCC (methanol ethyl acetate), ClCCl (dichloromethane). Conditions: time 18 hour. Yields the product COC=1C=C(C(=O)N2CC(CC2)(C2=CC=CC=C2)CCN2CCC(CC2)NC2=NC3=C(N2)C=CC=C3)C=C(C1OC)OC (1-(3,4,5-trimethoxybenzoyl)-3-(2-(4-(1H-benzimidazol-2-yl-amino)piperidin-1-yl)ethyl)-3-phenylpyrrolidine). Reaction SMILES: [CH3:1][O:2][C:3]1[CH:4]=[C:5]([CH:26]=[C:27]([O:31][CH3:32])[C:28]=1[O:29][CH3:30])[C:6]([N:8]1[CH2:12][CH2:11][C:10]([C:20]2[CH:25]=[CH:24][CH:23]=[CH:22][CH:21]=2)([CH2:13][CH2:14]OS(C)(=O)=O)[CH2:9]1)=[O:7].I.[NH:34]1[C:38]2[CH:39]=[CH:40][CH:41]=[CH:42][C:37]=2[N:36]=[C:35]1[NH:43][CH:44]1[CH2:49][CH2:48][NH:47][CH2:46][CH2:45]1.C(N(CC)C(C)C)(C)C.N>C(OCC)(=O)C.ClCCl.CO.C(OCC)(=O)C.C(#N)C>[CH3:32][O:31][C:27]1[CH:26]=[C:5]([CH:4]=[C:3]([O:2][CH3:1])[C:28]=1[O:29][CH3:30])[C:6]([N:8]1[CH2:12][CH2:11][C:10]([CH2:13][CH2:14][N:47]2[CH2:46][CH2:45][CH:44]([NH:43][C:35]3[NH:34][C:38]4[CH:39]=[CH:40][CH:41]=[CH:42][C:37]=4[N:36]=3)[CH2:49][CH2:48]2)([C:20]2[CH:25]=[CH:24][CH:23]=[CH:22][CH:21]=2)[CH2:9]1)=[O:7] |f:1.2,7.8|. Procedure: Combine 1-(3,4,5-trimethoxybenzoyl)-3-phenyl-3-(2-methanesulfonyloxyethyl)pyrrolidine (prepared from (−)-3-phenyl-3-(2-hydroxyethyl)pyrrolidine (R,R)-di-p-anisoyltartaric acid salt) (2.51 g, 5.4 mmol), (1H-benzimidazol-2-yl)(piperidin-4-yl)amine hydriodic acid salt (3.07 g, 6.5 mmol), N,N-diisopropylethylamine (4.8 mL, 27.6 mmol), and acetonitrile (70 mL). Heat to reflux. After 18 hours, cool to ambient temperature, dilute the reaction mixture with ethyl acetate, and extract with water and brine... The reactants are [O-]Cl.[Na+] (NaOCl), COC(C1=CC(=C(C=C1)OC)NC(C1=CC(=C(C=C1)F)Cl)=N)=O (3-[(3-chloro-4-fluoro-benzimidoyl)-amino]-4-methoxy-benzoic acid methyl ester), C(=O)([O-])[O-].[Na+].[Na+] (Na2CO3). Solvent: CO (methanol). Run at time 5 minute. Product: COC(=O)C1=CC=C(C=2NC(=NC21)C2=CC(=C(C=C2)F)Cl)OC (2-(3-chloro-4-fluoro-phenyl)-7-methoxy-1H-benzoimidazole-4-carboxylic acid methyl ester). Isolated yield 29.4%. As a reaction SMILES: [CH3:1][O:2][C:3](=[O:23])[C:4]1[CH:9]=[CH:8][C:7]([O:10][CH3:11])=[C:6]([NH:12][C:13](=[NH:22])[C:14]2[CH:19]=[CH:18][C:17]([F:20])=[C:16]([Cl:21])[CH:15]=2)[CH:5]=1.[O-]Cl.[Na+].C([O-])([O-])=O.[Na+].[Na+]>CO>[CH3:1][O:2][C:3]([C:4]1[C:5]2[N:22]=[C:13]([C:14]3[CH:19]=[CH:18][C:17]([F:20])=[C:16]([Cl:21])[CH:15]=3)[NH:12][C:6]=2[C:7]([O:10][CH3:11])=[CH:8][CH:9]=1)=[O:23] |f:1.2,3.4.5|. Reported procedure: 3-[(3-chloro-4-fluoro-benzimidoyl)-amino]-4-methoxy-benzoic acid methyl ester (3.24 g, 9.62 mmol) was dissolved in 50% methanol and 5% NaOCl (18 ml, 11.90 mmol) was added dropwise thereto at room temperature. After 5 min, Na2CO3 (2.04 g, 19.25 mmol) was added dropwise thereto and refluxed for 5 min. The resulting solution was cooled to room temperature, extracted with ethyl acetate, and the extract was concentrated under a reduced pressure. The resulting residue was purified by silica gel column... Starting materials: ClC1=C(C(=C(C=C1OC)OC)F)C1=CC2=C(C=N1)C(=NN2C2OCCCC2)I (6-(2-chloro-6-fluoro-3,5-dimethoxyphenyl)-3-iodo-1-(tetrahydro-2H-pyran-2-yl)-1H-pyrazolo[4,3-c]pyridine), C(C)N1C(C2=CC=C(C=C2C1)B1OC(C(O1)(C)C)(C)C)=O (2-ethyl-5-(4,4,5,5-tetramethyl-1,3,2-dioxaborolan-2-yl)isoindolin-1-one). Product: ClC1=C(C(=C(C=C1OC)OC)F)C1=CC2=C(C=N1)C(=NN2)C=2C=C1CN(C(C1=CC2)=O)CC (5-[6-(2-chloro-6-fluoro-3,5-dimethoxyphenyl)-1H-pyrazolo[4,3-c]pyridin-3-yl]-2-ethylisoindolin-1-one). Reaction SMILES: [Cl:1][C:2]1[C:7]([O:8][CH3:9])=[CH:6][C:5]([O:10][CH3:11])=[C:4]([F:12])[C:3]=1[C:13]1[N:18]=[CH:17][C:16]2[C:19](I)=[N:20][N:21](C3CCCCO3)[C:15]=2[CH:14]=1.[CH2:29]([N:31]1[CH2:39][C:38]2[C:33](=[CH:34][CH:35]=[C:36](B3OC(C)(C)C(C)(C)O3)[CH:37]=2)[C:32]1=[O:49])[CH3:30]>>[Cl:1][C:2]1[C:7]([O:8][CH3:9])=[CH:6][C:5]([O:10][CH3:11])=[C:4]([F:12])[C:3]=1[C:13]1[N:18]=[CH:17][C:16]2[C:19]([C:36]3[CH:37]=[C:38]4[C:33](=[CH:34][CH:35]=3)[C:32](=[O:49])[N:31]([CH2:29][CH3:30])[CH2:39]4)=[N:20][NH:21][C:15]=2[CH:14]=1. Procedure: This compound was prepared using procedures analogous to those described in Example 52, Step 8 starting from 6-(2-chloro-6-fluoro-3,5-dimethoxyphenyl)-3-iodo-1-(tetrahydro-2H-pyran-2-yl)-1H-pyrazolo[4,3-c]pyridine and 2-ethyl-5-(4,4,5,5-tetramethyl-1,3,2-dioxaborolan-2-yl)isoindolin-1-one. LCMS (M+H)+=466.1. The reactants are ClC1=C(N=C(S1)C(=O)Cl)C1=CN=C2N1N=CC=C2 (5-Chloro-4-(imidazo[1,2-b]pyridazin-3-yl)-1,3-thiazole-2-carbonyl chloride), C(C)(C)(C)OC(N[C@@H]1[C@H](C(CCC1)(F)F)N)=O (tert-butyl[(1S,2R)-2-amino-3,3-difluorocyclohexyl]carbamate). Run in ClCCl (dichloromethane). Reaction conditions: time 42 hour. Yields the product N[C@H]1CCCC([C@@H]1NC(=O)C=1SC(=C(N1)C1=CN=C2N1N=CC=C2)Cl)(F)F (N-[(1R,6S)-6-Amino-2,2-difluorocyclohexyl]-5-chloro-4-(imidazo[1,2-b]pyridazin-3-yl)-1,3-thiazole-2-carboxamide). As a reaction SMILES: [Cl:1][C:2]1[S:6][C:5]([C:7](Cl)=[O:8])=[N:4][C:3]=1[C:10]1[N:14]2[N:15]=[CH:16][CH:17]=[CH:18][C:13]2=[N:12][CH:11]=1.C(OC(=O)[NH:25][C@H:26]1[CH2:31][CH2:30][CH2:29][C:28]([F:33])([F:32])[C@@H:27]1[NH2:34])(C)(C)C>ClCCl>[NH2:25][C@@H:26]1[C@@H:27]([NH:34][C:7]([C:5]2[S:6][C:2]([Cl:1])=[C:3]([C:10]3[N:14]4[N:15]=[CH:16][CH:17]=[CH:18][C:13]4=[N:12][CH:11]=3)[N:4]=2)=[O:8])[C:28]([F:33])([F:32])[CH2:29][CH2:30][CH2:31]1. Procedure details: 5-Chloro-4-(imidazo[1,2-b]pyridazin-3-yl)-1,3-thiazole-2-carbonyl chloride (59.5 mg, 0.199 mmol) and tert-butyl[(1S,2R)-2-amino-3,3-difluorocyclohexyl]carbamate (54.8 mg, 0.219 mmol) were dissolved in dry dichloromethane (3 mL). The reaction mixture was left to stir at room temperature for 42 h. After consumption of the starting material, trifluoroacetic acid (2 mL) was added to the reaction mixture and left to stir at room temperature for 2 h. The solution was then concentrated and the residue ...